Task: describe an organic reaction: reactants, conditions, products, and yield. Dataset: the Open Reaction Database (ORD), a public repository of structured organic reaction records The reactants are COC1=CC=CC2=C1OC1=C2C=CC=C1 (4-methoxydibenzo[b,d]furan), [S-]C#N.[K+] (potassium thiocyanate). Solvent: CS(=O)(=O)O (methane sulphonic acid). Reaction conditions: time 3 hour. The product is COC1=CC=C(C2=C1OC1=C2C=CC=C1)C(N)=S (4-methoxydibenzo[b,d]furan-1-carbothioamide). Isolated yield 70.0%. RXN SMILES: [CH3:1][O:2][C:3]1[C:8]2[O:9][C:10]3[CH:15]=[CH:14][CH:13]=[CH:12][C:11]=3[C:7]=2[CH:6]=[CH:5][CH:4]=1.[S-:16][C:17]#[N:18].[K+]>CS(O)(=O)=O>[CH3:1][O:2][C:3]1[C:8]2[O:9][C:10]3[CH:15]=[CH:14][CH:13]=[CH:12][C:11]=3[C:7]=2[C:6]([C:17](=[S:16])[NH2:18])=[CH:5][CH:4]=1 |f:1.2|. Reported procedure: To a mixture of 4-methoxydibenzo[b,d]furan (1 g, 5.05 mmol) in methane sulphonic acid (11 mL), potassium thiocyanate (1 g, 10.29 mmol) was added at 0-5° C. Subsequently the reaction mass was stirred at room temperature for 3 h. The reaction mixture was poured into crushed ice and filtered. The solid was washed with hexane and dried, to furnish the required product in 70% yield; Rf 0.25 (Ethyl acetate:Hexane (3:7); HPLC (purity); 1H-NMR (CDCl3) δ: 4.08 (s, 3H), 6.97 (d, 1H), 7.26-7.30 (m, 1H), 7....